From a dataset of the Open Reaction Database (ORD), a public repository of structured organic reaction records. describe an organic reaction: reactants, conditions, products, and yield Starting materials: CC(C#N)Sc1c(Cl)ccc2c1CCN(C(=O)OC(C)(C)C)CC2, C1CCOC1, [H-], CI, [Na+]. The product is CC(C)(C)OC(=O)N1CCc2ccc(Cl)c(SC(C)(C)C#N)c2CC1. As a reaction SMILES: [C:1]([CH3:2])([CH3:3])([CH3:4])[O:5][C:6](=[O:7])[N:8]1[CH2:9][CH2:10][c:11]2[c:12]([c:15]([S:20][CH:21]([CH3:22])[C:23]#[N:24])[c:16]([Cl:19])[cH:17][cH:18]2)[CH2:13][CH2:14]1.[CH2:29]1[O:30][CH2:31][CH2:32][CH2:33]1.[H-:25].[I:27][CH3:28].[Na+:26]>>[C:1]([CH3:2])([CH3:3])([CH3:4])[O:5][C:6](=[O:7])[N:8]1[CH2:9][CH2:10][c:11]2[c:12]([c:15]([S:20][C:21]([CH3:22])([C:23]#[N:24])[CH3:28])[c:16]([Cl:19])[cH:17][cH:18]2)[CH2:13][CH2:14]1. Reactants: C1(=CC=CC=C1)C1(C2=CC=CC=C2C=2C=CC=CC12)CCC=O (3-(9-phenyl-9H-fluoren-9-yl)propanal), [C-]#N.[K+] (potassium cyanide), C([O-])([O-])=O.[NH4+].[NH4+] (ammonium carbonate), C(C)O (ethanol). Conditions: temperature 60 celsius. Yields the product C1(=CC=CC=C1)C1(C2=CC=CC=C2C=2C=CC=CC12)CCC1C(NC(N1)=O)=O (5-[2-(9-phenyl-9H-fluoren-9-yl)ethyl]hydantoin). Yield: 30.0%. Reaction SMILES: [C:1]1([C:7]2([CH2:20][CH2:21]C=O)[C:19]3[CH:18]=[CH:17][CH:16]=[CH:15][C:14]=3[C:13]3[C:8]2=[CH:9][CH:10]=[CH:11][CH:12]=3)[CH:6]=[CH:5][CH:4]=[CH:3][CH:2]=1.[C-:24]#[N:25].[K+].[C:27](=[O:30])([O-])[O-].[NH4+:31].[NH4+].[CH2:33]([OH:35])C>>[C:8]1([C:7]2([CH2:20][CH2:21][CH:24]3[NH:25][C:33](=[O:35])[NH:31][C:27]3=[O:30])[C:19]3[CH:18]=[CH:17][CH:16]=[CH:15][C:14]=3[C:2]3[C:1]2=[CH:6][CH:5]=[CH:4][CH:3]=3)[CH:9]=[CH:10][CH:11]=[CH:12][CH:13]=1 |f:1.2,3.4.5|. Procedure details: A mixture of 0.3 g (1 mmol) of 3-(9-phenyl-9H-fluoren-9-yl)propanal (from Step 2), 0.07 g (1.1 mmol) potassium cyanide and 0.23 g (2.4 mmol) ammonium carbonate in 50% aqueous ethanol (5 mL) was placed in a pressure tube and heated at 60° C. for 16 h with stirring. The reaction was then cooled to room temperature, quenched with 30% acetic acid (5 mL) and most of the solvent removed under vacuo. The residue was dissolved in ethyl acetate (100 mL), washed with water (3×10 mL), dried (MgSO4) and the... Starting materials: C(C)OC(=O)CSC1=NC(NC=C1F)=O (4-Ethoxycarbonylmethylthio-5-fluoropyrimid-2-one), Cl (hydrochloric acid). The solvent is [OH-].[K+] (potassium hydroxide). Product: C(=O)(O)CSC1=NC(NC=C1F)=O (4-Carboxymethylthio-5-fluoropyrimid-2-one). The yield is 41.0%. RXN SMILES: C([O:3][C:4]([CH2:6][S:7][C:8]1[C:13]([F:14])=[CH:12][NH:11][C:10](=[O:15])[N:9]=1)=[O:5])C.Cl>[OH-].[K+]>[C:4]([CH2:6][S:7][C:8]1[C:13]([F:14])=[CH:12][NH:11][C:10](=[O:15])[N:9]=1)([OH:5])=[O:3] |f:2.3|. Procedure details: 4-Ethoxycarbonylmethylthio-5-fluoropyrimid-2-one (0.0013 mol) in 2 M potassium hydroxide (4 ml) was heated on a waterbath for 5-6 min. The solution was allowed to cool before neutralisation with dilute hydrochloric acid. The precipitated solid was recrystallised from methanol: yield 41%, m.p. 255° C. Starting materials: [Al+3], C1CCOC1, [H-], [H-], [H-], [H-], [Li+], NC(=O)c1ccc(-c2ccccc2)cc1. Product: NCc1ccc(-c2ccccc2)cc1. RXN SMILES: [Al+3:17].[CH2:22]1[O:23][CH2:24][CH2:25][CH2:26]1.[H-:16].[H-:19].[H-:20].[H-:21].[Li+:18].[c:1]1(-[c:10]2[cH:11][cH:12][cH:13][cH:14][cH:15]2)[cH:2][cH:3][c:4]([C:7](=[O:8])[NH2:9])[cH:5][cH:6]1>>[c:1]1(-[c:10]2[cH:11][cH:12][cH:13][cH:14][cH:15]2)[cH:2][cH:3][c:4]([CH2:7][NH2:9])[cH:5][cH:6]1. Starting materials: COC(=O)c1ccc(CCCc2cc(O)ccc2OCc2ccccc2)cc1, Cc1ccc(C(=O)O)c(O)c1. Yields the product COC(=O)c1ccc(C)cc1O. Reaction SMILES: [CH2:12]([O:13][c:14]1[cH:15][cH:16][c:17]([OH:18])[cH:19][c:20]1[CH2:21][CH2:22][CH2:23][c:24]1[cH:25][cH:26][c:27]([C:28]([O:29][CH3:30])=[O:31])[cH:32][cH:33]1)[c:34]1[cH:35][cH:36][cH:37][cH:38][cH:39]1.[OH:1][c:2]1[c:3]([C:4](=[O:5])[OH:6])[cH:7][cH:8][c:9]([CH3:11])[cH:10]1>>[OH:1][c:2]1[c:3]([C:4](=[O:5])[O:6][CH3:12])[cH:7][cH:8][c:9]([CH3:11])[cH:10]1. Reactants: C[O-].[Na+] (sodium methoxide), CO (MeOH), [Cl-].N1C(=CC=C1)C=[N+](C)C (N-((1H-pyrrol-2-yl)methylene)-N-methylmethanaminium chloride), [Cl-].[Cl-].[Cl-].[Al+3] (aluminum trichloride), ClC(C(=O)Cl)(Cl)Cl (2,2,2-trichloroacetyl chloride). Run in ClCCCl (DCE). Conditions: time 2 hour. Product: C(=O)C1=CC(=CN1)C(=O)OC (methyl 5-formyl-1H-pyrrole-3-carboxylate). Isolated yield 60.0%. As a reaction SMILES: [Cl-].[NH:2]1[CH:6]=[CH:5][CH:4]=[C:3]1[CH:7]=[N+](C)C.[Cl-].[Cl-].[Cl-].[Al+3].ClC(Cl)(Cl)[C:17](Cl)=[O:18].[CH3:22][O-:23].[Na+].C[OH:26]>ClCCCl>[CH:7]([C:3]1[NH:2][CH:6]=[C:5]([C:22]([O:18][CH3:17])=[O:23])[CH:4]=1)=[O:26] |f:0.1,2.3.4.5,7.8|. Reported procedure: To a solution of N-((1H-pyrrol-2-yl)methylene)-N-methylmethanaminium chloride (45.0 g, 0.279 mol), aluminum trichloride (83.7 g, 0.63 mol) in DCE (90 mL) under nitrogen was added 2,2,2-trichloroacetyl chloride (32.4 mL, 0.093 mol). The mixture was heated to reflux for 4 h. After cooled to rt, MeOH (100 mL) was added followed by sodium methoxide solution [prepared with sodium (45.0 g, 1.98 mol) and MeOH (180 mL)]. The resulting mixture was then stirred at rt for 2 h. The solvent was then removed ... Reactants: C1(=CC=CC=C1)C1=NC2=CC=CC=C2C(=N1)C(=O)O (2-phenylquinazoline-4-carboxylic acid), Cl.OC1=C2CCNCC2=CC=C1OC (5-hydroxy-6-methoxy-1,2,3,4-tetrahydroisoquinoline hydrochloride). The product is C1(=CC=CC=C1)C1=NC2=CC=CC=C2C(=N1)C(=O)N1CC2=CC=C(C(=C2CC1)O)OC (2-[[2-phenylquinazolin-4-yl]carbonyl]-5-hydroxy-6-methoxy-1,2,3,4-tetrahydroisoquinoline). Reaction SMILES: [C:1]1([C:7]2[N:16]=[C:15]([C:17](O)=[O:18])[C:14]3[C:9](=[CH:10][CH:11]=[CH:12][CH:13]=3)[N:8]=2)[CH:6]=[CH:5][CH:4]=[CH:3][CH:2]=1.Cl.[OH:21][C:22]1[C:31]([O:32][CH3:33])=[CH:30][CH:29]=[C:28]2[C:23]=1[CH2:24][CH2:25][NH:26][CH2:27]2>>[C:1]1([C:7]2[N:16]=[C:15]([C:17]([N:26]3[CH2:25][CH2:24][C:23]4[C:28](=[CH:29][CH:30]=[C:31]([O:32][CH3:33])[C:22]=4[OH:21])[CH2:27]3)=[O:18])[C:14]3[C:9](=[CH:10][CH:11]=[CH:12][CH:13]=3)[N:8]=2)[CH:2]=[CH:3][CH:4]=[CH:5][CH:6]=1 |f:1.2|. Procedure details: Reaction of 2-phenylquinazoline-4-carboxylic acid with 5-hydroxy-6-methoxy-1,2,3,4-tetrahydroisoquinoline hydrochloride gave compound 17 (18. % yield) as a white solid. 1H NMR (300 MHz, DMSO-d6) δ 2.63 and 2.90 (2t, 2H), 3.49 and 4.04 (2t, 2H), 3.74 and 3.80 (2s, 3H), 4.39 and 4.92 (2s, 2H), 6.32 and 6.77 (2d, 1H), 6.70 and 6.91 (2d, 1H), 7.57-7.60 (m, 3H), 7.69-7.79 (m, 1H), 7.86-7.98 (2d, 1H), 8.06-8.18 (m, 2H), 8.50-8.56 (m, 2H), 8.68 and 8.72 (2s, 1H); MS (ESI) m/z 412 ([M+H]+). The reactants are Cl (hydrochloric acid), C([O-])([O-])=O.[Ca+2] (calcium carbonate), C(=S)(Cl)Cl (carbonothioic dichloride), NC1=C(C(=O)OCC)C=C(C=C1)O (ethyl 2-amino-5-hydroxybenzoate). The solvent is O (water), O (water), ClC(Cl)Cl (trichloromethane), O (water), ClC(Cl)Cl (trichloromethane). Conditions: temperature 10 celsius, time 15 minute. Yields the product OC=1C=CC(=C(C(=O)OCC)C1)N=C=S (ethyl 5-hydroxy-2-isothiocyanatobenzoate). Isolated yield 67.1%. Reaction SMILES: C(=O)([O-])[O-].[Ca+2].[NH2:6][C:7]1[CH:17]=[CH:16][C:15]([OH:18])=[CH:14][C:8]=1[C:9]([O:11][CH2:12][CH3:13])=[O:10].Cl.[C:20](Cl)(Cl)=[S:21]>O.ClC(Cl)Cl>[OH:18][C:15]1[CH:16]=[CH:17][C:7]([N:6]=[C:20]=[S:21])=[C:8]([CH:14]=1)[C:9]([O:11][CH2:12][CH3:13])=[O:10] |f:0.1|. Reported procedure: To a stirred mixture of 5 parts of calcium carbonate, 18.75 parts of trichloromethane and 12.5 parts of water were added 3.6 parts of ethyl 2-amino-5-hydroxybenzoate. 3 Parts of concentrate hydrochloric acid and 10 parts of water were added and the whole was stirred for 15 minutes under nitrogen atmosphere. After cooling in an ice bath at 10° C., 2.6 parts of carbonothioic dichloride were added dropwise, during a period of 20 minutes, at 10°-15° C. The whole was allowed to reach room temperature...